This data is from the Open Reaction Database (ORD), a public repository of structured organic reaction records. The task is: describe an organic reaction: reactants, conditions, products, and yield RXN SMILES: [C:1]([CH3:2])([CH3:3])([CH3:4])[O:5][C:6](=[O:7])[N:8]1[CH:9]([CH2:33][OH:34])[CH2:10][CH:11]([S:13][C:14]([c:15]2[cH:16][cH:17][cH:18][cH:19][cH:20]2)([c:21]2[cH:22][cH:23][cH:24][cH:25][cH:26]2)[c:27]2[cH:28][cH:29][cH:30][cH:31][cH:32]2)[CH2:12]1.[Cl-:48].[F:35][c:36]1[c:37]([CH2:38][Br:39])[cH:40][c:41]([F:45])[c:42]([F:44])[cH:43]1.[H-:47].[NH4+:49].[Na+:46].[O:50]=[CH:51][N:52]([CH3:53])[CH3:54]>>[C:1]([CH3:2])([CH3:3])([CH3:4])[O:5][C:6](=[O:7])[N:8]1[CH:9]([CH2:33][O:34][CH2:38][c:37]2[c:36]([F:35])[cH:43][c:42]([F:44])[c:41]([F:45])[cH:40]2)[CH2:10][CH:11]([S:13][C:14]([c:15]2[cH:16][cH:17][cH:18][cH:19][cH:20]2)([c:21]2[cH:22][cH:23][cH:24][cH:25][cH:26]2)[c:27]2[cH:28][cH:29][cH:30][cH:31][cH:32]2)[CH2:12]1. Product: CC(C)(C)OC(=O)N1CC(SC(c2ccccc2)(c2ccccc2)c2ccccc2)CC1COCc1cc(F)c(F)cc1F. The reactants are CC(C)(C)OC(=O)N1CC(SC(c2ccccc2)(c2ccccc2)c2ccccc2)CC1CO, [Cl-], Fc1cc(F)c(CBr)cc1F, [H-], [NH4+], [Na+], CN(C)C=O. Reactants: BrC1=C(C=C(C=C1OC)C=1N=COC1C)OC (4-(4-bromo-3,5-dimethoxyphenyl)-5-methyloxazole), CON(C(C(C1=CC=C(C=C1)N1CCOCC1)OC)=O)C (N,2-dimethoxy-N-methyl-2-(4-morpholinophenyl)acetamide). Product: BrC1=C(C=C(C=C1OC)C=1N=C(OC1C)C(C(C1=CC=C(C=C1)N1CCOCC1)OC)=O)OC (1-(4-(4-Bromo-3,5-dimethoxyphenyl)-5-methyloxazol-2-yl)-2-methoxy-2-(4-morpholinophenyl)ethanone), product. The yield is 13.0%. RXN SMILES: [Br:1][C:2]1[C:7]([O:8][CH3:9])=[CH:6][C:5]([C:10]2[N:11]=[CH:12][O:13][C:14]=2[CH3:15])=[CH:4][C:3]=1[O:16][CH3:17].CON(C)[C:21](=[O:37])[CH:22]([O:35][CH3:36])[C:23]1[CH:28]=[CH:27][C:26]([N:29]2[CH2:34][CH2:33][O:32][CH2:31][CH2:30]2)=[CH:25][CH:24]=1>>[Br:1][C:2]1[C:7]([O:8][CH3:9])=[CH:6][C:5]([C:10]2[N:11]=[C:12]([C:21](=[O:37])[CH:22]([O:35][CH3:36])[C:23]3[CH:24]=[CH:25][C:26]([N:29]4[CH2:30][CH2:31][O:32][CH2:33][CH2:34]4)=[CH:27][CH:28]=3)[O:13][C:14]=2[CH3:15])=[CH:4][C:3]=1[O:16][CH3:17]. Procedure: 1-(4-(4-Bromo-3,5-dimethoxyphenyl)-5-methyloxazol-2-yl)-2-methoxy-2-(4-morpholinophenyl)ethanone was prepared from 4-(4-bromo-3,5-dimethoxyphenyl)-5-methyloxazole and N,2-dimethoxy-N-methyl-2-(4-morpholinophenyl)acetamide according to the procedure used in Example 30. Purification by chromatography (40% EtOAc-hexanes) gave the product as a yellow solid (0.048 g, 13% yield). MS: m/z 531.1 [M+H]+. Yields the product COC(=O)c1ccc(OC)c([N+](=O)[O-])c1. Reactants: C[O-], CO, COC(=O)c1ccc(Cl)c([N+](=O)[O-])c1, [Na+]. RXN SMILES: [CH3:15][O-:16].[CH3:18][OH:19].[N+:1](=[O:2])([O-:3])[c:4]1[cH:5][c:6]([C:7](=[O:8])[O:9][CH3:10])[cH:11][cH:12][c:13]1[Cl:14].[Na+:17]>>[N+:1](=[O:2])([O-:3])[c:4]1[cH:5][c:6]([C:7](=[O:8])[O:9][CH3:10])[cH:11][cH:12][c:13]1[O:16][CH3:15]. Conditions: time 24 hour. Procedure details: A 20 g. sample of (S)-N-(1,2,3,4-tetrahydro-4-oxo-1-naphthyl)acetamide is stirred with 600 ml. of 6N HCl and the mixture is heated to flux for 24 hours. After allowing to stand for 48 hours, the aqueous solution is decanted and the remaining tar is washed with 200 ml. of H2O. The combined aqueous solutions are washed with CHCl3 (3×200 ml.) and the organic washes are counter-washed with 200 ml. of H2O. The combined aqueous solutions are filtered through celite and the filter cake is washed with 5... RXN SMILES: [O:1]=[C:2]1[C:11]2[C:6](=[CH:7][CH:8]=[CH:9][CH:10]=2)[C@@H:5]([NH:12]C(=O)C)[CH2:4][CH2:3]1.[ClH:16]>>[ClH:16].[O:1]=[C:2]1[C:11]2[C:6](=[CH:7][CH:8]=[CH:9][CH:10]=2)[C@@H:5]([NH2:12])[CH2:4][CH2:3]1 |f:2.3|. Yields the product Cl.O=C1CC[C@@H](C2=CC=CC=C12)N ((S)-1,2,3,4-tetrahydro-4-oxo-1-naphthylamine hydrochloride). Starting materials: O=C1CC[C@@H](C2=CC=CC=C12)NC(C)=O ((S)-N-(1,2,3,4-tetrahydro-4-oxo-1-naphthyl)acetamide), Cl (HCl).